This data is from the Open Reaction Database (ORD), a public repository of structured organic reaction records. The task is: describe an organic reaction: reactants, conditions, products, and yield The reactants are FCCNC(=O)C1=CNC=2C1=NC=CC2 (N-(2-fluoroethyl)-1H-pyrrolo[3,2-b]pyridine-3-carboxamide), C([O-])([O-])=O.[K+].[K+] (potassium carbonate), BrCC1=C(C=CC(=C1F)F)OC (2-(bromomethyl)-3,4-difluoro-1-methoxybenzene). Run in CN(C)C=O (DMF). Run at temperature 0 celsius, time 4 hour. Yields the product FC1=C(CN2C=C(C3=NC=CC=C32)C(=O)NCCF)C(=CC=C1F)OC (1-(2,3-difluoro-6-methoxybenzyl)-N-(2-fluoroethyl)-1H-pyrrolo[3,2-b]pyridine-3-carboxamide). Yield: 34.4%. Reaction SMILES: [F:1][CH2:2][CH2:3][NH:4][C:5]([C:7]1[C:11]2=[N:12][CH:13]=[CH:14][CH:15]=[C:10]2[NH:9][CH:8]=1)=[O:6].C(=O)([O-])[O-].[K+].[K+].Br[CH2:23][C:24]1[C:29]([F:30])=[C:28]([F:31])[CH:27]=[CH:26][C:25]=1[O:32][CH3:33]>CN(C=O)C>[F:30][C:29]1[C:28]([F:31])=[CH:27][CH:26]=[C:25]([O:32][CH3:33])[C:24]=1[CH2:23][N:9]1[C:10]2[C:11](=[N:12][CH:13]=[CH:14][CH:15]=2)[C:7]([C:5]([NH:4][CH2:3][CH2:2][F:1])=[O:6])=[CH:8]1 |f:1.2.3|. Reported procedure: See FIG. 17(a). In a 50 mL round-bottomed flask N-(2-fluoroethyl)-1H-pyrrolo[3,2-b]pyridine-3-carboxamide (0.1 g, 0.48 mmol) was DMF (10 mL) to give a colourless suspension. the reaction mixture was cooled to 0° C. and potassium carbonate (0.200 g, 1.45 mmol) and 2-(bromomethyl)-3,4-difluoro-1-methoxybenzene (0.114 g, 0.48 mmol) was added then the RM was stirred at 80° C. for 4 h. The reaction was monitored by LCMS. DMF was concentrated under vacuao, added water and extracted with DCM. The combi... The reactants are O.NN (hydrazine monohydrate), ClC1=CC(=C(C=C1)NC(/C=C/C(=O)OC)=O)C(NC(C)C1CC1)=O (methyl 4-(4-chloro-2-(1-cyclopropylethylcarbamoyl)phenylamino)-4-oxocrotonate). Solvent: C(C)O (ethanol), C(C)O (ethanol). The product is ClC1=CC(=C(C=C1)NC(=O)C1NNC(C1)=O)C(NC(C)C1CC1)=O (N-(4-chloro-2-(1-cyclopropylethylcarbamoyl)phenyl)-5-oxopyrazolidine-3-carboxamide). Isolated yield 28.6%. Reaction SMILES: O.[NH2:2][NH2:3].[Cl:4][C:5]1[CH:10]=[CH:9][C:8]([NH:11][C:12](=[O:19])/[CH:13]=[CH:14]/[C:15](OC)=[O:16])=[C:7]([C:20](=[O:27])[NH:21][CH:22]([CH:24]2[CH2:26][CH2:25]2)[CH3:23])[CH:6]=1>C(O)C>[Cl:4][C:5]1[CH:10]=[CH:9][C:8]([NH:11][C:12]([CH:13]2[CH2:14][C:15](=[O:16])[NH:3][NH:2]2)=[O:19])=[C:7]([C:20](=[O:27])[NH:21][CH:22]([CH:24]2[CH2:26][CH2:25]2)[CH3:23])[CH:6]=1 |f:0.1|. Procedure details: A mixed liquid of 90 mg of hydrazine monohydrate and 3 ml of ethanol, was added to a mixed liquid of 0.56 g of methyl 4-(4-chloro-2-(1-cyclopropylethylcarbamoyl)phenylamino)-4-oxocrotonate and 3 ml of ethanol, followed by rinsing with 2 ml of ethanol and then by heating and refluxing for 6 hours. The reaction liquid was left to cool, and then, the precipitated crystals were collected by suction filtration, and the crystals were washed with ethanol and air-dried to obtain 0.16 g of the desired pr... Starting materials: C([O-])([O-])=O.[K+].[K+] (potassium carbonate), C(C)(C)C1=C(C(=CC=2C(COC21)(C)C)NC2=CC=C(C=C2)OC)C (7-Isopropyl-5-[(4-methoxy-phenyl)-amino]-3,3,6-trimethyl-2,3-dihydro-benzofuran), C(C)(C)C1=C(C(=CC=2C(COC21)(C)C)NC2=CC=C(C=C2)OC)C (7-Isopropyl-5-[(4-methoxy-phenyl)-amino]-3,3,6-trimethyl-2,3-dihydro-benzofuran), solution, C(CCC)[Li] (n-butyllithium), hexanes, IC (iodomethane). Solvent: O1CCCC1 (tetrahydrofuran). Run at temperature -78 celsius, time 0.5 hour. Product: C(C)(C)(C)C1=C(C(=CC=2C(COC21)(C)C)NC2=CC=C(C=C2)OC)C (7-t-Butyl-5-[(4-methoxy-phenyl)-amino]-3,3,6-trimethyl-2,3-dihydro-benzofuran). The yield is 51.0%. RXN SMILES: [CH:1]([C:4]1[C:12]2[O:11][CH2:10][C:9]([CH3:14])([CH3:13])[C:8]=2[CH:7]=[C:6]([NH:15][C:16]2[CH:21]=[CH:20][C:19]([O:22][CH3:23])=[CH:18][CH:17]=2)[C:5]=1[CH3:24])([CH3:3])[CH3:2].[CH2:25]([Li])CCC.IC.C(=O)([O-])[O-].[K+].[K+]>O1CCCC1>[C:1]([C:4]1[C:12]2[O:11][CH2:10][C:9]([CH3:13])([CH3:14])[C:8]=2[CH:7]=[C:6]([NH:15][C:16]2[CH:21]=[CH:20][C:19]([O:22][CH3:23])=[CH:18][CH:17]=2)[C:5]=1[CH3:24])([CH3:25])([CH3:3])[CH3:2] |f:3.4.5|. Procedure details: A stirred solution of 7-isopropyl-5-[(4-methoxy-phenyl)-amino]-3,3,6-trimethyl-2,3-dihydro-benzofuran (Compound 52, 0.2 g, 0.615 mmol) in 5 mL of anhydrous tetrahydrofuran under argon, was cooled to -78° C. and treated with 1.6M solution of n-butyllithium in hexanes (0.77 mL, 1.23 mmol). The resulting green reaction mixture was stirred for 0.5 hour at -78° C. and then treated drop wise with iodomethane (0.5 mL, 6.15 mmol) that was passed through a bed of potassium carbonate. The yellow reaction ... Starting materials: C1(=CC=CC=C1)S(=O)(=O)C(\C(\C1=CC(=CC=C1)Br)=N/S(=O)(=O)C(C)(C)C)F (2-methyl-propane-2-sulfonic acid [2-benzenesulfonyl-1-(3-bromo-phenyl)-2-fluoro-eth-(Z)-ylidene]-amide), OP(=O)([O-])[O-].[Na+].[Na+] (sodium phosphate dibasic), Na Hg amalgam, Cl (HCl), O1CCOCC1 (dioxane). Run in CO (methanol). Reaction conditions: temperature -20 celsius, time 1 hour. Product: Cl.BrC=1C=C(C=CC1)[C@@H](CF)N ((S)-1-(3-Bromo-phenyl)-2-fluoro-ethylamine hydrochloride). Reaction SMILES: C1(S([CH:10]([F:27])/[C:11](=[N:19]\S(C(C)(C)C)(=O)=O)/[C:12]2[CH:17]=[CH:16][CH:15]=[C:14]([Br:18])[CH:13]=2)(=O)=O)C=CC=CC=1.OP([O-])([O-])=O.[Na+].[Na+].[ClH:35].O1CCOCC1>CO>[ClH:35].[Br:18][C:14]1[CH:13]=[C:12]([C@H:11]([NH2:19])[CH2:10][F:27])[CH:17]=[CH:16][CH:15]=1 |f:1.2.3,7.8|. Reported procedure: To a mixture of 2-methyl-propane-2-sulfonic acid [2-benzenesulfonyl-1-(3-bromo-phenyl)-2-fluoro-eth-(Z)-ylidene]-amide (1.74 g, 3.76 mmol) and sodium phosphate dibasic (4.27 g, 30.1 mmol) in methanol (50 mL), cooled to −20° C., was added Na/Hg amalgam (6.92 g, 30.1 mmol). The reaction mixture was stirred for 1 h at −20° C., followed by filtration. To the filtrate was added a 4N HCl solution in dioxane (9.41 mL, 37.6 mmol), followed by stirring for 30 min at 25° C. After evaporation of volatiles,... Starting materials: N(=[N+]=[N-])C1CN(CCC1O)C(=O)OCC1=CC=CC=C1 (benzyl 3-azido-4-hydroxypiperidine-1-carboxylate), N(=[N+]=[N-])C1C(CN(CC1)C(=O)OCC1=CC=CC=C1)O (benzyl 4-azido-3-hydroxypiperidine-1-carboxylate), C1=CC=C(C=C1)P(C2=CC=CC=C2)C3=CC=CC=C3 (PPh3). Run in O1CCOCC1 (dioxane). Product: C12CN(CCC2N1)C(=O)OCC1=CC=CC=C1 (benzyl 3,7-diazabicyclo[4.1.0]heptane-3-carboxylate). Isolated yield 25.0%. Reaction SMILES: [N:1]([CH:4]1[CH:9](O)[CH2:8][CH2:7][N:6]([C:11]([O:13][CH2:14][C:15]2[CH:20]=[CH:19][CH:18]=[CH:17][CH:16]=2)=[O:12])[CH2:5]1)=[N+]=[N-].N(C1CCN(C(OCC2C=CC=CC=2)=O)CC1O)=[N+]=[N-].C1C=CC(P(C2C=CC=CC=2)C2C=CC=CC=2)=CC=1>O1CCOCC1>[CH:4]12[NH:1][CH:9]1[CH2:8][CH2:7][N:6]([C:11]([O:13][CH2:14][C:15]1[CH:20]=[CH:19][CH:18]=[CH:17][CH:16]=1)=[O:12])[CH2:5]2. Procedure: To a solution of benzyl 3-azido-4-hydroxypiperidine-1-carboxylate and benzyl 4-azido-3-hydroxypiperidine-1-carboxylate (1.0 equiv.) in dioxane (0.14M) was added PPh3 (2.0 equiv.) and the reaction was heated to reflux for 1 h. The solution was then concentrated under vacuo and purified via silica gel column chromatography eluting with DCM, 10% MeOH and 1% Et3N to give benzyl 3,7-diazabicyclo[4.1.0]heptane-3-carboxylate as a clear oil in 25% yield. LCMS (m/z): 233.0 (MH+), Rt=1.94 min.